This data is from the Open Reaction Database (ORD), a public repository of structured organic reaction records. The task is: describe an organic reaction: reactants, conditions, products, and yield Starting materials: NC1=CC2=C(N(C(CCC2)=O)CC)C=C1OC (7-Amino-1-ethyl-8-methoxy-1,3,4,5-tetrahydro-benzo[b]azepin-2-one), ClC1=NC=C(C(=N1)NC1=C(C=C(C=C1)N(C)C)OC)Cl (N(1)-(2,5-Dichloro-pyrimidin-4-yl)-2-methoxy-N(4),N(4)-dimethyl-benzene-1,4-diamine). The product is ClC=1C(=NC(=NC1)NC1=CC2=C(N(C(CCC2)=O)CC)C=C1OC)NC1=C(C=C(C=C1)N(C)C)OC (7-[5-Chloro-4-(4-dimethylamino-2-methoxy-phenylamino)-pyrimidin-2-ylamino]-1-ethyl-8-methoxy-1,3,4,5-tetrahydro-benzo[b]azepin-2-one). The yield is 72.4%. As a reaction SMILES: [NH2:1][C:2]1[C:15]([O:16][CH3:17])=[CH:14][C:5]2[N:6]([CH2:12][CH3:13])[C:7](=[O:11])[CH2:8][CH2:9][CH2:10][C:4]=2[CH:3]=1.Cl[C:19]1[N:24]=[C:23]([NH:25][C:26]2[CH:31]=[CH:30][C:29]([N:32]([CH3:34])[CH3:33])=[CH:28][C:27]=2[O:35][CH3:36])[C:22]([Cl:37])=[CH:21][N:20]=1>>[Cl:37][C:22]1[C:23]([NH:25][C:26]2[CH:31]=[CH:30][C:29]([N:32]([CH3:33])[CH3:34])=[CH:28][C:27]=2[O:35][CH3:36])=[N:24][C:19]([NH:1][C:2]2[C:15]([O:16][CH3:17])=[CH:14][C:5]3[N:6]([CH2:12][CH3:13])[C:7](=[O:11])[CH2:8][CH2:9][CH2:10][C:4]=3[CH:3]=2)=[N:20][CH:21]=1. Procedure: Following a procedure analogous to Example 113, 7-Amino-1-ethyl-8-methoxy-1,3,4,5-tetrahydro-benzo[b]azepin-2-one (55 mgs) and N(1)-(2,5-Dichloro-pyrimidin-4-yl)-2-methoxy-N(4),N(4)-dimethyl-benzene-1,4-diamine (66 mgs) were converted to the title compound (78 mgs) as a white solid. 1H-NMR (CDCl3, 400 MHz): 8.20 (s, 1H), 8.02 (s, 1H), 7.95 (d, J=8.3 Hz, 1H), 7.53 (s, 1H), 6.69 (s, 1H), 6.37-6.35 (m, 2H), 4.35-3.8 (broad absorption, 2H), 3.90 (d, J=7.3 Hz, 6H) 2.98 (d, J=0.8 Hz, 3H), 2.65-2.50 (m...